From a dataset of the Open Reaction Database (ORD), a public repository of structured organic reaction records. describe an organic reaction: reactants, conditions, products, and yield Reactants: CC1=CC=C(C=C1)S(=O)(=O)OCCC=C(F)F (1,1-difluorobut-1-en-4-yl 4-methylbenzenesulphonate), SC=1OC2=C(N1)C=CC=C2 (2-Mercaptobenzoxazole), CC1=CC=C(C=C1)S(=O)(=O)OCCC=C(F)F (1,1-difluorobut-1-en-4-yl 4-methylbenzenesulphonate), C([O-])([O-])=O.[K+].[K+] (potassium carbonate). The solvent is CC(=O)C (acetone). The product is FC(=CCCSC=1OC2=C(N1)C=CC=C2)F (2-(4,4-difluorobut-3-enyl) thiobenzoxazole). The yield is 120.6%. Reaction SMILES: [SH:1][C:2]1[O:3][C:4]2[CH:10]=[CH:9][CH:8]=[CH:7][C:5]=2[N:6]=1.CC1C=CC(S(O[CH2:22][CH2:23][CH:24]=[C:25]([F:27])[F:26])(=O)=O)=CC=1.C(=O)([O-])[O-].[K+].[K+]>CC(C)=O>[F:26][C:25]([F:27])=[CH:24][CH2:23][CH2:22][S:1][C:2]1[O:3][C:4]2[CH:10]=[CH:9][CH:8]=[CH:7][C:5]=2[N:6]=1 |f:2.3.4|. Procedure: 2-Mercaptobenzoxazole (4.79 g) was added to a solution of 1,1-difluorobut-1-en-4-yl 4-methylbenzenesulphonate (6.4 g) in acetone (200 cm3) containing potassium carbonate (5.06 g). The mixture was heated to reflux overnight (17 hr) and gc used to confirm that the 1,1-difluorobut-1-en-4-yl 4-methylbenzenesulphonate had been consumed and the product had formed. The reaction mass was allowed to cool and was filtered through a plug of High-Flo filter aid to remove insoluble inorganic material. The so... Starting materials: FC1=CC=C(C=O)C=C1 (p-fluorobenzaldehyde), FC1=CC=C(C(=O)CC(=O)OC)C=C1 (methyl 4-fluorobenzoylacetate), NC(=CC(=O)OCC)C(C)C (ethyl 3-amino-4-methyl-pent-2-enoate). The solvent is C(CO)O (ethylene glycol). Product: FC1=CC=C(C=C1)C=1NC(=C(C(C1C(=O)OC)C1=CC=C(C=C1)F)C(=O)OCC)C(C)C (3-Methyl 5-ethyl 1,4-dihydro-2,4-di-(4-fluorophenyl)-6-isopropylpyridine-3,5-di-carboxylate). Reaction SMILES: [F:1][C:2]1[CH:9]=[CH:8][C:5]([CH:6]=O)=[CH:4][CH:3]=1.[F:10][C:11]1[CH:23]=[CH:22][C:14]([C:15]([CH2:17][C:18]([O:20][CH3:21])=[O:19])=O)=[CH:13][CH:12]=1.[NH2:24][C:25]([CH:32]([CH3:34])[CH3:33])=[CH:26][C:27]([O:29][CH2:30][CH3:31])=[O:28]>C(O)CO>[F:1][C:2]1[CH:9]=[CH:8][C:5]([C:6]2[NH:24][C:25]([CH:32]([CH3:33])[CH3:34])=[C:26]([C:27]([O:29][CH2:30][CH3:31])=[O:28])[CH:15]([C:14]3[CH:13]=[CH:12][C:11]([F:10])=[CH:23][CH:22]=3)[C:17]=2[C:18]([O:20][CH3:21])=[O:19])=[CH:4][CH:3]=1. Reported procedure: 31 g (0.25 mol) of p-fluorobenzaldehyde, 49 g (0.25 mol) of methyl 4-fluorobenzoylacetate and 39.25 g (0.25 mol) of ethyl 3-amino-4-methyl-pent-2-enoate are boiled under reflux for 18 hours in 150 ml of ethylene glycol at a bath temperature of 130° C. The mixture is cooled to room temperature, extracted three times using 300 ml of diethyl ether, the combined ether phases are concentrated, and the residue is dissolved in 100 ml of toluene and chromatographed on 700 ml of silica gel (0.04-0.063 mm... Starting materials: CCn1cc(C#N)c2ccc(C(=O)O)cc21, O=C(Cl)C(=O)Cl, ClCCl, CN(C)C=O. Product: CCn1cc(C#N)c2ccc(C(=O)Cl)cc21. Reaction SMILES: [C:1](#[N:2])[c:3]1[cH:4][n:5]([CH2:15][CH3:16])[c:6]2[cH:7][c:8]([C:12](=[O:13])[OH:14])[cH:9][cH:10][c:11]12.[Cl:22][C:23]([C:24]([Cl:25])=[O:26])=[O:27].[Cl:28][CH2:29][Cl:30].[O:17]=[CH:18][N:19]([CH3:20])[CH3:21]>>[C:1](#[N:2])[c:3]1[cH:4][n:5]([CH2:15][CH3:16])[c:6]2[cH:7][c:8]([C:12](=[O:13])[Cl:22])[cH:9][cH:10][c:11]12.